This data is from the Open Reaction Database (ORD), a public repository of structured organic reaction records. The task is: describe an organic reaction: reactants, conditions, products, and yield Starting materials: S(=O)(=O)(Cl)Cl (sulfuryl chloride), N1CCOCC1 (morpholine). The solvent is C(C)#N (acetonitrile). The product is N1(CCOCC1)S(=O)(=O)Cl (4-Morpholinesulfonyl Chloride). Reaction SMILES: [S:1]([Cl:5])(Cl)(=[O:3])=[O:2].[NH:6]1[CH2:11][CH2:10][O:9][CH2:8][CH2:7]1>C(#N)C>[N:6]1([S:1]([Cl:5])(=[O:3])=[O:2])[CH2:11][CH2:10][O:9][CH2:8][CH2:7]1. Procedure details: A solution of 4.6 g of sulfuryl chloride in acetonitrile was treated dropwise with 996 mg of morpholine at ambient temperature under an atmosphere of nitrogen. After complete addition, the mixture was refluxed for 16 h, cooled to room temperature, and concentrated in vacuo to yield the title product as a red oil. TLC: Rf=0.65 CH2Cl2. (1H)-NMR (CDCl3) consistent with structure. Reactants: C, CO, COc1ccc2c(c1)CCC(C(=O)O)=C2, [Pd]. Product: COc1ccc2c(c1)CCC(C(=O)O)C2. As a reaction SMILES: [C:16].[CH3:18][OH:19].[CH3:1][O:2][c:3]1[cH:4][cH:5][c:6]2[c:11]([cH:12]1)[CH2:10][CH2:9][C:8]([C:13](=[O:14])[OH:15])=[CH:7]2.[Pd:17]>>[CH3:1][O:2][c:3]1[cH:4][cH:5][c:6]2[c:11]([cH:12]1)[CH2:10][CH2:9][CH:8]([C:13](=[O:14])[OH:15])[CH2:7]2. The reactants are [N+](=O)(O)[O-] (nitric acid), C(C)C1(C(N(C2=CC=C(C=C12)NC(C)=O)C)=O)CC (N-(3,3-diethyl-1-methyl-2-oxo-2,3-dihydro-1H-indol-5-yl)-acetamide), ice water. Solvent: C(C)(=O)O (acetic acid). Conditions: time 30 minute. Product: C(C)C1(C(N(C2=CC(=C(C=C12)NC(C)=O)[N+](=O)[O-])C)=O)CC (N-(3,3-diethyl-1-methyl-6-nitro-2-oxo-2,3-dihydro-1H-indol-5-yl)-acetamide). As a reaction SMILES: [CH2:1]([C:3]1([CH2:18][CH3:19])[C:11]2[C:6](=[CH:7][CH:8]=[C:9]([NH:12][C:13](=[O:15])[CH3:14])[CH:10]=2)[N:5]([CH3:16])[C:4]1=[O:17])[CH3:2].[N+:20]([O-])([OH:22])=[O:21]>C(O)(=O)C>[CH2:18]([C:3]1([CH2:1][CH3:2])[C:11]2[C:6](=[CH:7][C:8]([N+:20]([O-:22])=[O:21])=[C:9]([NH:12][C:13](=[O:15])[CH3:14])[CH:10]=2)[N:5]([CH3:16])[C:4]1=[O:17])[CH3:19]. Procedure details: To a suspension of N-(3,3-diethyl-1-methyl-2-oxo-2,3-dihydro-1H-indol-5-yl)-acetamide (1.2 g) in acetic acid (5 ml) at 0° C. is added nitric acid (fuming, 0.5 ml) drop-wise. The mixture is stirred at RT for 30 min and then poured into ice-water. The precipitate is collected by filtration and washed with water to give N-(3,3-diethyl-1-methyl-6-nitro-2-oxo-2,3-dihydro-1H-indol-5-yl)-acetamide (1,38 g). Reactants: ClC1=CC=C(C=C1)C1=C(C(=NC=N1)NC1CC1)N (6-(4-Chlorophenyl)-N-cyclopropylpyrimidine-4,5-diamine), C(=O)(O)[O-].[Na+] (NaHCO3), C(C)C1=C(C(=O)Cl)C=CC=N1 (2-ethylnicotinoyl chloride). Run in C(Cl)Cl (DCM), N1=CC=CC=C1 (pyridine). Conditions: temperature 0 celsius. The product is ClC1=CC=C(C=C1)C1=NC=NC(=C1NC(C1=C(N=CC=C1)CC)=O)NC1CC1 (N-[4-(4-Chlorophenyl)-6-cyclopropylaminopyrimidin-5-yl]-2-ethylnicotinamide). RXN SMILES: [Cl:1][C:2]1[CH:7]=[CH:6][C:5]([C:8]2[N:13]=[CH:12][N:11]=[C:10]([NH:14][CH:15]3[CH2:17][CH2:16]3)[C:9]=2[NH2:18])=[CH:4][CH:3]=1.[CH2:19]([C:21]1[N:29]=[CH:28][CH:27]=[CH:26][C:22]=1[C:23](Cl)=[O:24])[CH3:20].C([O-])(O)=O.[Na+]>C(Cl)Cl.N1C=CC=CC=1>[Cl:1][C:2]1[CH:3]=[CH:4][C:5]([C:8]2[C:9]([NH:18][C:23](=[O:24])[C:22]3[CH:26]=[CH:27][CH:28]=[N:29][C:21]=3[CH2:19][CH3:20])=[C:10]([NH:14][CH:15]3[CH2:16][CH2:17]3)[N:11]=[CH:12][N:13]=2)=[CH:6][CH:7]=1 |f:2.3|. Procedure details: 6-(4-Chlorophenyl)-N-cyclopropylpyrimidine-4,5-diamine (1.00 g, 3.83 mmol) was initially charged in a mixture of DCM (3.20 ml) and pyridine (0.93 ml) and cooled to 0° C. Solid 2-ethylnicotinoyl chloride (780 mg, 4.60 mmol) was added, and the reaction mixture was warmed to room temperature and stirred for another hour. After addition of semisaturated NaHCO3 solution, the organic phase was separated off and concentrated under reduced pressure. Starting materials: Cl (hydrochloric acid), [OH-].[K+] (potassium hydroxide), O1C(C(C2=C1C=CC=C2)=O)C(=O)OC (methyl benzofuran-3-one-2-carboxylate), O1C(C(C2=C1C=CC=C2)=O)C(=O)OCC (ethyl benzofuran-3-one-2-carboxylate). Solvent: O (water), C(C)O (ethanol), O (water), O (water), O (water). Conditions: temperature 20 celsius, time 30 minute. Product: O1CC(C2=C1C=CC=C2)=O (benzofuran-3-one). Isolated yield 94.0%. As a reaction SMILES: [OH-].[K+].[O:3]1[C:7]2[CH:8]=[CH:9][CH:10]=[CH:11][C:6]=2[C:5](=[O:12])[CH:4]1C(OC)=O.O1C2C=CC=CC=2C(=O)C1C(OCC)=O.Cl>O.C(O)C>[O:3]1[C:7]2[CH:8]=[CH:9][CH:10]=[CH:11][C:6]=2[C:5](=[O:12])[CH2:4]1 |f:0.1|. Procedure details: A solution is prepared from 8.2 l of water and 8262 g (125.4 mol) of potassium hydroxide (85% pure), 12.5 l of ethanol are added at 50-60° C. and 9079 g of the water-moist mixture, obtained in the 1st stage described above, of methyl benzofuran-3-one-2-carboxylate and ethyl benzofuran-3-one-2-carboxylate (24.79 mol in total) are then added. The mixture is heated under reflux for 45 minutes and 7.3 l of water are then added. This solution is cooled to 20° C. and introduced into a mixture, heated ... Procedure: To a mixture of methyl 4-bromo-3-(4-hydroxyazepan-1-yl)sulfonyl-benzoate (1.00 g, 2.55 mmol, 1.00 Eq) in DMF (15 mL), was added NaH (153.00 mg, 3.82 mmol, 1.50 Eq) in portions at 0° C. under N2. The mixture was stirred at 25° C. for 30 min. Then bromomethylbenzene (654.19 mg, 3.82 mmol, 1.50 Eq) was added and stirred at 25° C. for 16 hours. TLC showed the reaction was completed. The mixture was poured into NH4Cl aqueous and extracted with EA. The combined organic phase was washed with saturated ... The product is C(C1=CC=CC=C1)OC1CCN(CCC1)S(=O)(=O)C=1C=C(C(=O)OC)C=CC1Br (methyl 3-(4-benzyloxyazepan-1-yl)Sulfonyl-4-bromo-benzoate). Yield: 44.7%. Reactants: [NH4+].[Cl-] (NH4Cl), BrC1=C(C=C(C(=O)OC)C=C1)S(=O)(=O)N1CCC(CCC1)O (methyl 4-bromo-3-(4-hydroxyazepan-1-yl)sulfonyl-benzoate), BrCC1=CC=CC=C1 (bromomethylbenzene), [H-].[Na+] (NaH). RXN SMILES: [Br:1][C:2]1[CH:11]=[CH:10][C:5]([C:6]([O:8][CH3:9])=[O:7])=[CH:4][C:3]=1[S:12]([N:15]1[CH2:21][CH2:20][CH2:19][CH:18]([OH:22])[CH2:17][CH2:16]1)(=[O:14])=[O:13].[H-].[Na+].Br[CH2:26][C:27]1[CH:32]=[CH:31][CH:30]=[CH:29][CH:28]=1.[NH4+].[Cl-]>CN(C=O)C>[CH2:26]([O:22][CH:18]1[CH2:19][CH2:20][CH2:21][N:15]([S:12]([C:3]2[CH:4]=[C:5]([CH:10]=[CH:11][C:2]=2[Br:1])[C:6]([O:8][CH3:9])=[O:7])(=[O:14])=[O:13])[CH2:16][CH2:17]1)[C:27]1[CH:32]=[CH:31][CH:30]=[CH:29][CH:28]=1 |f:1.2,4.5|. Conditions: temperature 25 celsius, time 30 minute. Run in CN(C)C=O (DMF). The reactants are COc1ccc2c(Cl)nncc2c1OC1CCCC1, Cc1c(Cl)cncc1Cl, [H-], [Na+], CN(C)C=O. Yields the product COc1ccc2c(Cc3c(Cl)cncc3Cl)nncc2c1OC1CCCC1. Reaction SMILES: [Cl:12][c:13]1[n:14][n:15][cH:16][c:17]2[c:18]([O:25][CH:26]3[CH2:27][CH2:28][CH2:29][CH2:30]3)[c:19]([O:23][CH3:24])[cH:20][cH:21][c:22]12.[Cl:3][c:4]1[cH:5][n:6][cH:7][c:8]([Cl:11])[c:9]1[CH3:10].[H-:1].[Na+:2].[O:31]=[CH:32][N:33]([CH3:34])[CH3:35]>>[Cl:3][c:4]1[cH:5][n:6][cH:7][c:8]([Cl:11])[c:9]1[CH2:10][c:13]1[n:14][n:15][cH:16][c:17]2[c:18]([O:25][CH:26]3[CH2:27][CH2:28][CH2:29][CH2:30]3)[c:19]([O:23][CH3:24])[cH:20][cH:21][c:22]12. Starting materials: F[B-](F)(F)F.N1(N=NC2=C1C=CC=C2)OC(=[N+](C)C)N(C)C (O-(benzotriazol-1-yl)-N,N,N′,N′-tetramethyluronium tetrafluoroborate), N1CCCC1 (pyrrolidine), CN1CCOCC1 (4-methylmorpholine), NC1=NC2=CC=C(C=C2C(=N1)C(=O)N1CC2=CC=CC=C2C1)C1=C(C(=O)O)C=CC=C1 (2-[2-amino-4-(1,3-dihydroisoindole-2-carbonyl)quinazolin-6-yl]benzoic acid). The solvent is CN(C=O)C (dimethylformamide). Conditions: temperature 25 celsius, time 12 hour. The product is NC1=NC2=CC=C(C=C2C(=N1)C(=O)N1CC2=CC=CC=C2C1)C1=C(C=CC=C1)C(=O)N1CCN(CC1)C ({2-amino-6-[2-(4-methylpiperazine-1-carbonyl)phenyl]quinazolin-4-yl}-(1,3-dihydroisoindol-2-yl)methanone). RXN SMILES: F[B-](F)(F)F.[N:6]1(OC(N(C)C)=[N+](C)C)C2C=CC=CC=2N=N1.N1CCCC1.[CH3:28][N:29]1[CH2:34][CH2:33]O[CH2:31][CH2:30]1.[NH2:35][C:36]1[N:45]=[C:44]([C:46]([N:48]2[CH2:56][C:55]3[C:50](=[CH:51][CH:52]=[CH:53][CH:54]=3)[CH2:49]2)=[O:47])[C:43]2[C:38](=[CH:39][CH:40]=[C:41]([C:57]3[CH:65]=[CH:64][CH:63]=[CH:62][C:58]=3[C:59]([OH:61])=O)[CH:42]=2)[N:37]=1>CN(C)C=O>[NH2:35][C:36]1[N:45]=[C:44]([C:46]([N:48]2[CH2:56][C:55]3[C:50](=[CH:51][CH:52]=[CH:53][CH:54]=3)[CH2:49]2)=[O:47])[C:43]2[C:38](=[CH:39][CH:40]=[C:41]([C:57]3[CH:65]=[CH:64][CH:63]=[CH:62][C:58]=3[C:59]([N:6]3[CH2:31][CH2:30][N:29]([CH3:28])[CH2:34][CH2:33]3)=[O:61])[CH:42]=2)[N:37]=1 |f:0.1|. Procedure: 175.9 mg of O-(benzotriazol-1-yl)-N,N,N′,N′-tetramethyluronium tetrafluoroborate (TBTU), 33.8 μl of pyrrolidine and 200.9 μl of 4-methylmorpholine are added to a solution of 150 mg of 2-[2-amino-4-(1,3-dihydroisoindole-2-carbonyl)quinazolin-6-yl]benzoic acid in 1 ml of dimethylformamide. The mixture is subsequently stirred at 25° C. for 12 h. The mixture is evaporated to dryness in vacuo, the residue is taken up in 1 ml of dimethyl sulfoxide and purified by chromatography (reversed phase HPLC). Reactants: ClC1=NC(=C2N=CN(C2=N1)C1CCCC1)Cl (2,6-dichloro-9-cyclopentylpurine), NCCCO (3-amino-1-propanol). The solvent is C(C)N(CC)CC (triethylamine). Product: ClC1=NC(=C2N=CN(C2=N1)C1CCCC1)NCCCO (2-Chloro-6-[(3-hydroxypropyl)amino]-9-cyclopentylpurine). RXN SMILES: [Cl:1][C:2]1[N:10]=[C:9]2[C:5]([N:6]=[CH:7][N:8]2[CH:11]2[CH2:15][CH2:14][CH2:13][CH2:12]2)=[C:4](Cl)[N:3]=1.[NH2:17][CH2:18][CH2:19][CH2:20][OH:21]>C(N(CC)CC)C>[Cl:1][C:2]1[N:10]=[C:9]2[C:5]([N:6]=[CH:7][N:8]2[CH:11]2[CH2:15][CH2:14][CH2:13][CH2:12]2)=[C:4]([NH:17][CH2:18][CH2:19][CH2:20][OH:21])[N:3]=1. Reported procedure: 2-Chloro-6-[(3-hydroxypropyl)amino]-9-cyclopentylpurine is prepared from 2,6-dichloro-9-cyclopentylpurine, 3-amino-1-propanol, and triethylamine essentially as described above in Example 1, Scheme A, step b.